This data is from the Open Reaction Database (ORD), a public repository of structured organic reaction records. The task is: describe an organic reaction: reactants, conditions, products, and yield Starting materials: Br, COCCn1c(=N)sc2ccccc21, O=C(O)c1cc(C(F)(F)F)ccc1Cl. Yields the product COCCn1c(=NC(=O)c2cc(C(F)(F)F)ccc2Cl)sc2ccccc21. RXN SMILES: [BrH:1].[CH3:2][O:3][CH2:4][CH2:5][n:6]1[c:7](=[NH:15])[s:8][c:9]2[c:10]1[cH:11][cH:12][cH:13][cH:14]2.[Cl:16][c:17]1[c:18]([C:19](=[O:20])[OH:21])[cH:22][c:23]([C:26]([F:27])([F:28])[F:29])[cH:24][cH:25]1>>[CH3:2][O:3][CH2:4][CH2:5][n:6]1[c:7](=[N:15][C:19]([c:18]2[c:17]([Cl:16])[cH:25][cH:24][c:23]([C:26]([F:27])([F:28])[F:29])[cH:22]2)=[O:20])[s:8][c:9]2[c:10]1[cH:11][cH:12][cH:13][cH:14]2. The reactants are CCCC[N+](CCCC)(CCCC)CCCC, ClCCl, [Na+], [OH-], O, O=S(=O)([O-])O, O=S(=O)(Cl)c1ccccc1, c1cc(-c2cnccn2)c2cc[nH]c2c1. Product: O=S(=O)(c1ccccc1)n1ccc2c(-c3cnccn3)cccc21. Reaction SMILES: [CH2:33]([N+:34]([CH2:35][CH2:36][CH2:37][CH3:38])([CH2:39][CH2:40][CH2:41][CH3:42])[CH2:43][CH2:44][CH2:45][CH3:46])[CH2:47][CH2:48][CH3:49].[Cl:50][CH2:51][Cl:52].[Na+:27].[OH-:26].[OH2:53].[S:28]([O-:29])([OH:30])(=[O:31])=[O:32].[c:16]1([S:22](=[O:23])(=[O:24])[Cl:25])[cH:17][cH:18][cH:19][cH:20][cH:21]1.[n:1]1[c:2](-[c:7]2[c:8]3[cH:9][cH:10][nH:11][c:12]3[cH:13][cH:14][cH:15]2)[cH:3][n:4][cH:5][cH:6]1>>[n:1]1[c:2](-[c:7]2[c:8]3[cH:9][cH:10][n:11]([S:22]([c:16]4[cH:17][cH:18][cH:19][cH:20][cH:21]4)(=[O:23])=[O:24])[c:12]3[cH:13][cH:14][cH:15]2)[cH:3][n:4][cH:5][cH:6]1. The reactants are N(N)C1=CC(N(C(N1CC(C)C)=O)C)=O (6-hydrazino-1-isobutyl-3-methylpyrimidine-2,4(1H,3H)-dione), ClC=1C=C2C(=CNC2=CC1)C=O (5-chloro-1H-indole-3-carbaldehyde), C(C)(=O)C=1C=C(N(C1)C)C=1N(N=C2N(C(N(C(C21)=O)C)=O)CC(C)C)CC2=CNC1=CC=C(C=C21)Cl (3-(4-acetyl-1-methyl-1H-pyrrol-2-yl)-2-[(5-chloro-1H-indol-3-yl)methyl]-7-isobutyl-5-methyl-2H-pyrazolo[3,4-d]pyrimidine-4,6(5H,7H)-dione), Cl.CON (methoxyamine hydrochloride), C(C)(=O)C=1C=C(N(C1)C)C=O (4-acetyl-1-methyl-1H-pyrrole-2-carbaldehyde). The solvent is N,N′dimethylacetamide. Conditions: time 4 hour. Product: ClC=1C=C2C(=CNC2=CC1)CN1N=C2N(C(N(C(C2=C1C=1N(C=C(C1)\C(\C)=N\OC)C)=O)C)=O)CC(C)C (2-[(5-chloro-1H-indol-3-yl)methyl]-7-isobutyl-3-{4-[(1E)-N-methoxyethanimidoyl]-1-methyl-1H-pyrrol-2-yl}-5-methyl-2H-pyrazolo[3,4-d]pyrimidine-4,6(5H,7H)-dione). As a reaction SMILES: N(C1N(CC(C)C)C(=O)N(C)C(=O)C=1)N.ClC1C=C2C(=CC=1)NC=C2C=O.C(C1C=C(C=O)N(C)C=1)(=O)C.[C:39]([C:42]1[CH:43]=[C:44]([C:48]2[N:49]([CH2:64][C:65]3[C:73]4[C:68](=[CH:69][CH:70]=[C:71]([Cl:74])[CH:72]=4)[NH:67][CH:66]=3)[N:50]=[C:51]3[C:56]=2[C:55](=[O:57])[N:54]([CH3:58])[C:53](=[O:59])[N:52]3[CH2:60][CH:61]([CH3:63])[CH3:62])[N:45]([CH3:47])[CH:46]=1)(=O)[CH3:40].Cl.[CH3:76][O:77][NH2:78]>>[Cl:74][C:71]1[CH:72]=[C:73]2[C:68](=[CH:69][CH:70]=1)[NH:67][CH:66]=[C:65]2[CH2:64][N:49]1[C:48]([C:44]2[N:45]([CH3:47])[CH:46]=[C:42](/[C:39](=[N:78]/[O:77][CH3:76])/[CH3:40])[CH:43]=2)=[C:56]2[C:51]([N:52]([CH2:60][CH:61]([CH3:62])[CH3:63])[C:53](=[O:59])[N:54]([CH3:58])[C:55]2=[O:57])=[N:50]1 |f:4.5|. Procedure: This compound was made following the procedure described above, starting with 6-hydrazino-1-isobutyl-3-methylpyrimidine-2,4(1H,3H)-dione, and condensing first 5-chloro-1H-indole-3-carbaldehyde, followed by 4-acetyl-1-methyl-1H-pyrrole-2-carbaldehyde. To the isolated 3-(4-acetyl-1-methyl-1H-pyrrol-2-yl)-2-[(5-chloro-1H-indol-3-yl)methyl]-7-isobutyl-5-methyl-2H-pyrazolo[3,4-d]pyrimidine-4,6(5H,7H)-dione was added 4 equivalents of methoxyamine hydrochloride, triethylamie and heated at 80° C. in N,N... Starting materials: N([C@@H](CC(N)=O)C(=O)N[C@@H](C)C(=O)N1[C@H](C(=O)N[C@@H](CCCNC(N[N+](=O)[O-])=N)C(=O)OCC2=CC=CC=C2)CCC1)C(=O)OCC1=CC=CC=C1 (Z-Asn-Ala-Pro-Arg(NO2)-OBzl). Reagents/catalysts: [C].[Pd] (palladium-carbon). Yields the product N[C@@H](CC(N)=O)C(=O)N[C@@H](C)C(=O)N1[C@H](C(=O)N[C@@H](CCCNC(N)=N)C(=O)O)CCC1.CC(=O)O (H-Asn-Ala-Pro-Arg-OH acetate). As a reaction SMILES: [NH:1](C(OCC1C=CC=CC=1)=O)[C@H:2]([C:7]([NH:9][C@H:10]([C:12]([N:14]1[CH2:42][CH2:41][CH2:40][C@H:15]1[C:16]([NH:18][C@H:19]([C:30]([O:32]CC1C=CC=CC=1)=[O:31])[CH2:20][CH2:21][CH2:22][NH:23][C:24](=[NH:29])[NH:25][N+]([O-])=O)=[O:17])=[O:13])[CH3:11])=[O:8])[CH2:3][C:4](=[O:6])[NH2:5]>[C].[Pd]>[NH2:1][C@H:2]([C:7]([NH:9][C@H:10]([C:12]([N:14]1[CH2:42][CH2:41][CH2:40][C@H:15]1[C:16]([NH:18][C@H:19]([C:30]([OH:32])=[O:31])[CH2:20][CH2:21][CH2:22][NH:23][C:24](=[NH:25])[NH2:29])=[O:17])=[O:13])[CH3:11])=[O:8])[CH2:3][C:4](=[O:6])[NH2:5].[CH3:19][C:30]([OH:32])=[O:31] |f:1.2,3.4|. Procedure details: 150 mg of Z-Asn-Ala-Pro-Arg(NO2)-OBzl was reduced in the presence of palladium-carbon in the same manner as in Example 7-(4). The resulting product was purified by high-performance liquid chromatography at 12 ml/min.(flow rate), 0 to 10% (B) 20 min. linear gradient (A) (mobile phase), subjected to Dowex 1×2 (acetate type) treatment and freeze-dried to obtain the desired compound. Starting materials: [C@@H](C)(CC)NC(=O)C=1C=C(CN2CCN(CC2)C(=O)OC(C)(C)C)C=CC1 ((R)-tert-butyl 4-(3-(sec-butylcarbamoyl)benzyl)piperazine-1-carboxylate), FC(C(=O)O)(F)F (trifluoroacetic acid). Run in ClCCl (dichloromethane). Conditions: time 24 hour. Product: [C@@H](C)(CC)NC(C1=CC(=CC=C1)CN1CCNCC1)=O ((R)—N-sec-Butyl-3-(piperazin-1-ylmethyl)benzamide). The yield is 95.4%. As a reaction SMILES: [C@H:1]([NH:5][C:6]([C:8]1[CH:9]=[C:10]([CH:25]=[CH:26][CH:27]=1)[CH2:11][N:12]1[CH2:17][CH2:16][N:15](C(OC(C)(C)C)=O)[CH2:14][CH2:13]1)=[O:7])([CH2:3][CH3:4])[CH3:2].FC(F)(F)C(O)=O>ClCCl>[C@H:1]([NH:5][C:6](=[O:7])[C:8]1[CH:27]=[CH:26][CH:25]=[C:10]([CH2:11][N:12]2[CH2:13][CH2:14][NH:15][CH2:16][CH2:17]2)[CH:9]=1)([CH2:3][CH3:4])[CH3:2]. Procedure details: To a stirred solution of (R)-tert-butyl 4-(3-(sec-butylcarbamoyl)benzyl)piperazine-1-carboxylate (5.33 mmol, 2 g) in dichloromethane (10 mL) was added trifluoroacetic acid (5 mL). The reaction mixture was stirred for 24 hours then was concentrated under reduced pressure. Purification by strong cation exchange column chromatography gave the title compound (1.4 g). MS (ESI) m/z 276.3 ([M+H]+). Starting materials: C(C)OC(COC1=CC=CC2=C1OCC1=C2N=C(S1)S)=O (ethyl[(2-mercapto-4H-[1]benzopyrano[4,3-d]thiazol-6-yl)oxy]acetate), C1(=CC=CC=C1)C(CCI)C1=CC=CC=C1 (3,3-diphenylpropyl iodide). Product: C1(=CC=CC=C1)C(CCSC=1SC2=C(N1)C1=C(OC2)C(=CC=C1)OCC(=O)O)C1=CC=CC=C1 ([[2-(3,3-Diphenylpropyl)thio-4H-[1]benzopyrano[4,3-d]thiazol-6-yl]oxy]acetic Acid). Yield: 45.0%. As a reaction SMILES: C([O:3][C:4](=[O:21])[CH2:5][O:6][C:7]1[C:12]2[O:13][CH2:14][C:15]3[S:19][C:18]([SH:20])=[N:17][C:16]=3[C:11]=2[CH:10]=[CH:9][CH:8]=1)C.[C:22]1([CH:28]([C:32]2[CH:37]=[CH:36][CH:35]=[CH:34][CH:33]=2)[CH2:29][CH2:30]I)[CH:27]=[CH:26][CH:25]=[CH:24][CH:23]=1>>[C:22]1([CH:28]([C:32]2[CH:33]=[CH:34][CH:35]=[CH:36][CH:37]=2)[CH2:29][CH2:30][S:20][C:18]2[S:19][C:15]3[CH2:14][O:13][C:12]4[C:7]([O:6][CH2:5][C:4]([OH:3])=[O:21])=[CH:8][CH:9]=[CH:10][C:11]=4[C:16]=3[N:17]=2)[CH:27]=[CH:26][CH:25]=[CH:24][CH:23]=1. Procedure: Using ethyl[(2-mercapto-4H-[1]benzopyrano[4,3-d]thiazol-6-yl)oxy]acetate and 3,3-diphenylpropyl iodide, the procedure of Example 1 was otherwise repeated to synthesize the title compound. Yield 45%. The reactants are CC(C)(C)OC(=O)N1CCN(C(=S)c2ccccc2C(F)(F)F)CC1, ClCCl, O=C(O)C(F)(F)F. The product is FC(F)(F)c1ccccc1C(=S)N1CCNCC1. Reaction SMILES: [C:1]([O:2][C:3](=[O:4])[N:8]1[CH2:9][CH2:10][N:11]([C:14]([c:15]2[c:16]([C:21]([F:22])([F:23])[F:24])[cH:17][cH:18][cH:19][cH:20]2)=[S:25])[CH2:12][CH2:13]1)([CH3:5])([CH3:6])[CH3:7].[Cl:26][CH2:27][Cl:28].[OH:29][C:30]([C:31]([F:32])([F:33])[F:34])=[O:35]>>[NH:8]1[CH2:9][CH2:10][N:11]([C:14]([c:15]2[c:16]([C:21]([F:22])([F:23])[F:24])[cH:17][cH:18][cH:19][cH:20]2)=[S:25])[CH2:12][CH2:13]1.